Dataset: the Open Reaction Database (ORD), a public repository of structured organic reaction records. Task: describe an organic reaction: reactants, conditions, products, and yield Starting materials: FC(OC=1C=C2C=CC=[N+](C2=CC1)[O-])(F)F (6-trifluoromethoxy-quinoline 1-oxide), C([O-])([O-])=O.[Na+].[Na+] (sodium carbonate). Solvent: C(C)(=O)OC(C)=O (acetic anhydride). Product: FC(OC=1C=C2C=CC(NC2=CC1)=O)(F)F (6-Trifluoromethoxy-1H-quinolin-2-one). As a reaction SMILES: [F:1][C:2]([F:16])([F:15])[O:3][C:4]1[CH:5]=[C:6]2[C:11](=[CH:12][CH:13]=1)[N+:10]([O-])=[CH:9][CH:8]=[CH:7]2.C(=O)([O-])[O-:18].[Na+].[Na+]>C(OC(=O)C)(=O)C>[F:1][C:2]([F:16])([F:15])[O:3][C:4]1[CH:5]=[C:6]2[C:11](=[CH:12][CH:13]=1)[NH:10][C:9](=[O:18])[CH:8]=[CH:7]2 |f:1.2.3|. Reported procedure: A solution of 6-trifluoromethoxy-quinoline 1-oxide of Step B (4.58 g, 20 mmol) in acetic anhydride (20 mL) is heated at 135° C. under nitrogen for 4 hours. The mixture is poured onto ice, carefully basified with sodium carbonate and extracted with ethyl acetate. The extracts are washed with brine, dried over anhydrous magnesium sulfate and evaporated to dryness. The residue is flash chromatographed on silica Merck-60 using a gradient of methanol (0–3%) in hexane-ethyl acetate (1:1). The appropri... The product is CSC=1OC2=C(N1)C=C(C=C2)S(=O)(=O)N (2-Methylsulfanyl-benzooxazole-5-sulfonic acid amide). RXN SMILES: [SH:1][C:2]1[O:3][C:4]2[CH:10]=[CH:9][C:8]([S:11]([NH2:14])(=[O:13])=[O:12])=[CH:7][C:5]=2[N:6]=1.[C:15]([O-])([O-])=O.[K+].[K+].CI>CN(C=O)C>[CH3:15][S:1][C:2]1[O:3][C:4]2[CH:10]=[CH:9][C:8]([S:11]([NH2:14])(=[O:12])=[O:13])=[CH:7][C:5]=2[N:6]=1 |f:1.2.3|. Procedure: To a solution of 2-mercapto-benzooxazole-5-sulfonic acid amide (17.0 g, 73.8 mmol, 1.0 equiv) in anhydrous DMF (200 mL) was added anhydrous K2CO3 (51.0 g, 369.1 mmol, 5.0 equiv) and methyl iodide (16.1 mL, 36.7 g, 258.4 mmol, 3.5 equiv). After stirring for 3 h at rt, the K2CO3 was removed by filtration and the reaction mixture concentrated by evaporation under reduced pressure. The residue was washed with ethyl acetate (50 mL) give 17.4 g (97%) of the title compound. 1H NMR (300 MHz, DMSO): δ 2.... The solvent is CN(C)C=O (DMF). The yield is 96.5%. Starting materials: SC=1OC2=C(N1)C=C(C=C2)S(=O)(=O)N (2-mercapto-benzooxazole-5-sulfonic acid amide), C(=O)([O-])[O-].[K+].[K+] (K2CO3), CI (methyl iodide). Reaction conditions: time 3 hour.